From a dataset of the Open Reaction Database (ORD), a public repository of structured organic reaction records. describe an organic reaction: reactants, conditions, products, and yield The reactants are CCOC(C)=O, [H-], O=[N+]([O-])c1ccc(CBr)cc1, [Na+], CN(C)C=O, OCc1nc2ccccc2[nH]1. The product is O=[N+]([O-])c1ccc(Cn2c(CO)nc3ccccc32)cc1. As a reaction SMILES: [CH3:30][CH2:31][O:32][C:33](=[O:34])[CH3:35].[H-:13].[N+:14](=[O:15])([O-:16])[c:17]1[cH:18][cH:19][c:20]([CH2:21][Br:22])[cH:23][cH:24]1.[Na+:12].[O:25]=[CH:26][N:27]([CH3:28])[CH3:29].[OH:1][CH2:2][c:3]1[nH:4][c:5]2[c:6]([n:7]1)[cH:8][cH:9][cH:10][cH:11]2>>[OH:1][CH2:2][c:3]1[n:4][c:5]2[c:6]([n:7]1[CH2:21][c:20]1[cH:19][cH:18][c:17]([N+:14](=[O:15])[O-:16])[cH:24][cH:23]1)[cH:8][cH:9][cH:10][cH:11]2.